From a dataset of the Open Reaction Database (ORD), a public repository of structured organic reaction records. describe an organic reaction: reactants, conditions, products, and yield Reactants: O=C([O-])O, C1COCCO1, CO, CCOC(C)=O, Nc1ncc(I)c2scc(-c3ccc4c(c3)CCN4C(=O)Cc3ccccc3)c12, [Na+], OB(O)c1ccncc1. The product is Nc1ncc(-c2ccncc2)c2scc(-c3ccc4c(c3)CCN4C(=O)Cc3ccccc3)c12. As a reaction SMILES: [C:39](=[O:40])([OH:41])[O-:42].[CH2:46]1[O:47][CH2:48][CH2:49][O:50][CH2:51]1.[CH3:44][OH:45].[CH3:52][CH2:53][O:54][C:55]([CH3:56])=[O:57].[I:1][c:2]1[c:3]2[c:4]([c:5]([NH2:8])[n:6][cH:7]1)[c:9](-[c:12]1[cH:13][c:14]3[c:18]([cH:19][cH:20]1)[N:17]([C:21]([CH2:22][c:23]1[cH:24][cH:25][cH:26][cH:27][cH:28]1)=[O:29])[CH2:16][CH2:15]3)[cH:10][s:11]2.[Na+:43].[n:30]1[cH:31][cH:32][c:33]([B:36]([OH:37])[OH:38])[cH:34][cH:35]1>>[c:2]1(-[c:33]2[cH:32][cH:31][n:30][cH:35][cH:34]2)[c:3]2[c:4]([c:5]([NH2:8])[n:6][cH:7]1)[c:9](-[c:12]1[cH:13][c:14]3[c:18]([cH:19][cH:20]1)[N:17]([C:21]([CH2:22][c:23]1[cH:24][cH:25][cH:26][cH:27][cH:28]1)=[O:29])[CH2:16][CH2:15]3)[cH:10][s:11]2. The reactants are NS(=O)(=O)c1cc2cc(CBr)ccc2s1, CN(C)CCS, Cl, [H-], [Na+], CN(C)C=O. Yields the product CN(C)CCSCc1ccc2sc(S(N)(=O)=O)cc2c1. Reaction SMILES: [Br:10][CH2:11][c:12]1[cH:13][c:14]2[c:15]([s:16][c:17]([S:19]([NH2:20])(=[O:21])=[O:22])[cH:18]2)[cH:23][cH:24]1.[CH3:2][N:3]([CH2:4][CH2:5][SH:6])[CH3:7].[ClH:1].[H-:8].[Na+:9].[O:25]=[CH:26][N:27]([CH3:28])[CH3:29]>>[CH3:2][N:3]([CH2:4][CH2:5][S:6][CH2:11][c:12]1[cH:13][c:14]2[c:15]([s:16][c:17]([S:19]([NH2:20])(=[O:21])=[O:22])[cH:18]2)[cH:23][cH:24]1)[CH3:7].